This data is from the Open Reaction Database (ORD), a public repository of structured organic reaction records. The task is: describe an organic reaction: reactants, conditions, products, and yield The reactants are CCOC(=O)C(=O)CC(C)=O, CON, CCO, Cl, [Na+], [Na+], O=S(=O)([O-])[O-]. Yields the product CCOC(=O)C(CC(C)=O)=NOC. As a reaction SMILES: [CH2:1]([CH3:2])[O:3][C:4]([C:5]([CH2:6][C:7]([CH3:8])=[O:9])=[O:10])=[O:11].[CH3:13][O:14][NH2:15].[CH3:23][CH2:24][OH:25].[ClH:12].[Na+:16].[Na+:17].[O-:18][S:19](=[O:20])(=[O:21])[O-:22]>>[CH2:1]([CH3:2])[O:3][C:4]([C:5]([CH2:6][C:7]([CH3:8])=[O:9])=[N:15][O:14][CH3:13])=[O:11].